From a dataset of the Open Reaction Database (ORD), a public repository of structured organic reaction records. describe an organic reaction: reactants, conditions, products, and yield Starting materials: CC1=C(C=2C(C(CC2C2=C1OC(C2)C(=O)O)(CCC)Br)=O)C (4,5-dimethyl-6-oxo-7-bromo-7-propyl-1,2,7,8-tetrahydro-6H-indeno[5,4-b]furan-2-carboxylic acid), [Br-].[Li+] (lithium bromide), O (water). Run in CN(C=O)C (dimethylformamide). The product is CC1=C(C=2C(C(CC2C2=C1OC(C2)C(=O)O)=CCC)=O)C (4,5-dimethyl-6-oxo-7-propylidene-1,2,7,8-tetrahydro-6H-indeno[5,4-b]-furan-2-carboxylic acid). As a reaction SMILES: [CH3:1][C:2]1[C:10]2[O:11][CH:12]([C:14]([OH:16])=[O:15])[CH2:13][C:9]=2[C:8]2[CH2:7][C:6](Br)([CH2:17][CH2:18][CH3:19])[C:5](=[O:21])[C:4]=2[C:3]=1[CH3:22].[Br-].[Li+].O>CN(C)C=O>[CH3:1][C:2]1[C:10]2[O:11][CH:12]([C:14]([OH:16])=[O:15])[CH2:13][C:9]=2[C:8]2[CH2:7][C:6](=[CH:17][CH2:18][CH3:19])[C:5](=[O:21])[C:4]=2[C:3]=1[CH3:22] |f:1.2|. Reported procedure: A stirred solution of 4,5-dimethyl-6-oxo-7-bromo-7-propyl-1,2,7,8-tetrahydro-6H-indeno[5,4-b]furan-2-carboxylic acid (0.7 g., 0.0019 mole) and lithium bromide (0.5 g., 0.0057 mole) in dimethylformamide (10 ml.) is heated at 95°C. for one hour in an inert atmosphere then poured into water (50 ml.) affording 4,5-dimethyl-6-oxo-7-propylidene-1,2,7,8-tetrahydro-6H-indeno[5,4-b]-furan-2-carboxylic acid as a cream colored solid which melts at 229°C. after recrystallization from ethanol.